This data is from the Open Reaction Database (ORD), a public repository of structured organic reaction records. The task is: describe an organic reaction: reactants, conditions, products, and yield Starting materials: ClC1=CC=C(C(C(=O)OC)=C1)O (methyl 5-chlorosalicylate), [N+](=O)(O)[O-] (nitric acid), resultant solution. Run in S(O)(O)(=O)=O (sulfuric acid), S(O)(O)(=O)=O (sulfuric acid). Yields the product ClC1=CC(=C(C(C(=O)OC)=C1)O)[N+](=O)[O-] (methyl 5-chloro-3-nitrosalicylate). As a reaction SMILES: [Cl:1][C:2]1[CH:11]=[C:6]([C:7]([O:9][CH3:10])=[O:8])[C:5]([OH:12])=[CH:4][CH:3]=1.[N+:13]([O-])([OH:15])=[O:14]>S(=O)(=O)(O)O>[Cl:1][C:2]1[CH:11]=[C:6]([C:7]([O:9][CH3:10])=[O:8])[C:5]([OH:12])=[C:4]([N+:13]([O-:15])=[O:14])[CH:3]=1. Procedure: To a solution of 100 g of methyl 5-chlorosalicylate and 250 ml of concentrated sulfuric acid (while keeping at a temperature below 0° C.) is added dropwise a mixture of 25 ml of funing nitric acid (d 1.50) and 25 ml of concentrated sulfuric acid at a temperature below 5° C. The resultant solution is stirred under ice cooling for 0.5 hour and poured into ice-cold water. The precipitated crystals are collected by filtration and dried to give 122 g of methyl 5-chloro-3-nitrosalicylate, melting at 1...